Dataset: the Open Reaction Database (ORD), a public repository of structured organic reaction records. Task: describe an organic reaction: reactants, conditions, products, and yield The reactants are CC1=C(N)C=CC(=C1)Cl (2-Methyl-4-chloroaniline), ClC1=CC=C(C=O)C=C1 (4-chlorobenzaldehyde). Conditions: time 1.5 hour. Product: ClC1=CC=C(C=NC2=C(C=C(C=C2)Cl)C)C=C1 (N-(p-chlorobenzylidene)-2-methyl-4-chloroaniline). As a reaction SMILES: [CH3:1][C:2]1[CH:8]=[C:7]([Cl:9])[CH:6]=[CH:5][C:3]=1[NH2:4].[Cl:10][C:11]1[CH:18]=[CH:17][C:14]([CH:15]=O)=[CH:13][CH:12]=1>>[Cl:10][C:11]1[CH:18]=[CH:17][C:14]([CH:15]=[N:4][C:3]2[CH:5]=[CH:6][C:7]([Cl:9])=[CH:8][C:2]=2[CH3:1])=[CH:13][CH:12]=1. Reported procedure: 2-Methyl-4-chloroaniline (0.25 mole) and 4-chlorobenzaldehyde (0.25 mole) were ground in a mortar. The mixture was heated, with stirring in a water bath for 1.5 hours. Distillation at reduced pressure gave N-(p-chlorobenzylidene)-2-methyl-4-chloroaniline. Bp. 139° C./0.020 mm.; m.p. 75°-76° C. Reactants: C(C)(=O)OC=1C(C(=O)O)=CC=CC1 (Acetylsalicylic acid), NC1=CC(=C(C(=C1)C)O)C (4-amino-2,6-dimethylphenol), C(=O)(NC1CCCCC1)NC1CCCCC1 (dicyclohexylurea), [OH-].[Na+] (sodium hydroxide), C1(CCCCC1)N=C=NC1CCCCC1 (dicyclohexyl carbodiimide), Cl (hydrochloric acid). Run in C(CO)O (ethylene glycol), CC(=O)C (acetone). Run at temperature 0 celsius. Yields the product OC1=C(C(=O)NC2=CC(=C(C(=C2)C)O)C)C=CC=C1 (2,4'-dihydroxy-3',5'-dimethylbenzanilide). Reaction SMILES: C([O:4][C:5]1[C:6](=[CH:10][CH:11]=[CH:12][CH:13]=1)[C:7]([OH:9])=O)(=O)C.[NH2:14][C:15]1[CH:20]=[C:19]([CH3:21])[C:18]([OH:22])=[C:17]([CH3:23])[CH:16]=1.C1(N=C=NC2CCCCC2)CCCCC1.C(NC1CCCCC1)(NC1CCCCC1)=O.[OH-].[Na+].Cl>C(O)CO.CC(C)=O>[OH:4][C:5]1[CH:13]=[CH:12][CH:11]=[CH:10][C:6]=1[C:7]([NH:14][C:15]1[CH:20]=[C:19]([CH3:21])[C:18]([OH:22])=[C:17]([CH3:23])[CH:16]=1)=[O:9] |f:4.5|. Procedure: Acetylsalicylic acid (50 mg.) and 4-amino-2,6-dimethylphenol (38 mg.) were dissolved in ethylene glycol (5 ml.) to which under cooling at 0° C. was added dicyclohexyl carbodiimide (65 mg.). After reaction for several hours the formed dicyclohexylurea was filtered off and the filtrate evaporated to dryness to give a powder which was dissolved in acetone (2 ml.); after adding 2 N sodium hydroxide (4 ml.), the solution was allowed to stand for several hours at room temperature. The addition of 2 N ... The reactants are CC(C)(C)OC(=O)Nc1cc(OCC(F)(F)F)c(Cl)cc1NC(=O)CC(=O)c1cccc(-c2cccnc2)c1, ClCCl, O=C(O)C(F)(F)F. The product is O=C1CC(c2cccc(-c3cccnc3)c2)=Nc2cc(OCC(F)(F)F)c(Cl)cc2N1. RXN SMILES: [C:1]([O:2][C:3](=[O:4])[NH:7][c:8]1[c:9]([NH:21][C:22]([CH2:23][C:24](=[O:5])[c:25]2[cH:26][c:27](-[c:31]3[cH:32][n:33][cH:34][cH:35][cH:36]3)[cH:28][cH:29][cH:30]2)=[O:38])[cH:10][c:11]([Cl:20])[c:12]([O:14][CH2:15][C:16]([F:17])([F:18])[F:19])[cH:13]1)([CH3:6])([CH3:37])[CH3:39].[Cl:47][CH2:48][Cl:49].[F:40][C:41]([F:42])([F:43])[C:44]([OH:45])=[O:46]>>[N:7]1=[C:24]([c:25]2[cH:26][c:27](-[c:31]3[cH:32][n:33][cH:34][cH:35][cH:36]3)[cH:28][cH:29][cH:30]2)[CH2:23][C:22](=[O:38])[NH:21][c:9]2[c:8]1[cH:13][c:12]([O:14][CH2:15][C:16]([F:17])([F:18])[F:19])[c:11]([Cl:20])[cH:10]2. The reactants are C(=O)([O-])[O-].[K+].[K+] (K2CO3), BrCC (bromoethane), C(C)(=O)C=1C(=C(N(C1C)C1=C(C(=C(C=C1)O)C)C)C)C(C)=O (1-[4-acetyl-1-(4-hydroxy-2,3-dimethyl-phenyl)-2,5-dimethyl-1H-pyrrol-3-yl]-ethanone). Yields the product C(C)(=O)C=1C(=C(N(C1C)C1=C(C(=C(C=C1)OCC)C)C)C)C(C)=O (1-[4-acetyl-1-(4-ethoxy-2,3-dimethyl-phenyl)-2,5-dimethyl-1H-pyrrol-3-yl]-ethanone). RXN SMILES: [C:1]([C:4]1[C:5]([C:20](=[O:22])[CH3:21])=[C:6]([CH3:19])[N:7]([C:10]2[CH:15]=[CH:14][C:13]([OH:16])=[C:12]([CH3:17])[C:11]=2[CH3:18])[C:8]=1[CH3:9])(=[O:3])[CH3:2].C([O-])([O-])=O.[K+].[K+].Br[CH2:30][CH3:31]>>[C:1]([C:4]1[C:5]([C:20](=[O:22])[CH3:21])=[C:6]([CH3:19])[N:7]([C:10]2[CH:15]=[CH:14][C:13]([O:16][CH2:30][CH3:31])=[C:12]([CH3:17])[C:11]=2[CH3:18])[C:8]=1[CH3:9])(=[O:3])[CH3:2] |f:1.2.3|. Reported procedure: Utilizing the general procedure outlined in Example 65, 1-[4-acetyl-1-(4-hydroxy-2,3-dimethyl-phenyl)-2,5-dimethyl-1H-pyrrol-3-yl]-ethanone (100 mg, 0.3 mmol) reacted with bromoethane (300 μL, excess), in the presence of K2CO3 (50 mg), to afford 1-[4-acetyl-1-(4-ethoxy-2,3-dimethyl-phenyl)-2,5-dimethyl-1H-pyrrol-3-yl]-ethanone: MS (ESI) 328 (M+H)+. Utilizing the general procedure outlined in Example 48, 1-[4-acetyl-1-(4-ethoxy-2,3-dimethyl-phenyl)-2,5-dimethyl-1H-pyrrol-3-yl]-ethanone (108 mg, 0... The reactants are C(C1=CC=CC=C1)OC1=C(C(=O)OCC2=CC=CC=C2)C=CC(=C1)N(C(CN(S(=O)(=O)C1=CC=C(C=C1)C)C)=O)CC1=CC=C(C=C1)Br (Benzyl 2-(benzyloxy)-4-(N-(4-bromobenzyl)-2-(N,4-dimethylphenylsulfonamido) acetamido)benzoate), C(N)(=O)C=1C=C(C=CC1)B(O)O (3-carbamoylphenylboronic acid). Product: C(C1=CC=CC=C1)OC1=C(C(=O)OCC2=CC=CC=C2)C=CC(=C1)N(C(CN(S(=O)(=O)C1=CC=C(C=C1)C)C)=O)CC1=CC=C(C=C1)C1=CC(=CC=C1)C(N)=O (benzyl 2-(benzyloxy)-4-(N-((3′-carbamoylbiphenyl-4-yl)methyl)-2-(N,4-dimethyl phenylsulfonamido)acetamido)benzoate). As a reaction SMILES: [CH2:1]([O:8][C:9]1[CH:24]=[C:23]([N:25]([CH2:41][C:42]2[CH:47]=[CH:46][C:45](Br)=[CH:44][CH:43]=2)[C:26](=[O:40])[CH2:27][N:28]([CH3:39])[S:29]([C:32]2[CH:37]=[CH:36][C:35]([CH3:38])=[CH:34][CH:33]=2)(=[O:31])=[O:30])[CH:22]=[CH:21][C:10]=1[C:11]([O:13][CH2:14][C:15]1[CH:20]=[CH:19][CH:18]=[CH:17][CH:16]=1)=[O:12])[C:2]1[CH:7]=[CH:6][CH:5]=[CH:4][CH:3]=1.[C:49]([C:52]1[CH:53]=[C:54](B(O)O)[CH:55]=[CH:56][CH:57]=1)(=[O:51])[NH2:50]>>[CH2:1]([O:8][C:9]1[CH:24]=[C:23]([N:25]([CH2:41][C:42]2[CH:47]=[CH:46][C:45]([C:56]3[CH:55]=[CH:54][CH:53]=[C:52]([C:49](=[O:51])[NH2:50])[CH:57]=3)=[CH:44][CH:43]=2)[C:26](=[O:40])[CH2:27][N:28]([CH3:39])[S:29]([C:32]2[CH:37]=[CH:36][C:35]([CH3:38])=[CH:34][CH:33]=2)(=[O:31])=[O:30])[CH:22]=[CH:21][C:10]=1[C:11]([O:13][CH2:14][C:15]1[CH:20]=[CH:19][CH:18]=[CH:17][CH:16]=1)=[O:12])[C:2]1[CH:7]=[CH:6][CH:5]=[CH:4][CH:3]=1. Reported procedure: Aryl halide 9 was coupled to 3-carbamoylphenylboronic acid to give 30 on a 0.1 mmol scale via General Procedure H (57 mg, 52%): δH (400 MHz, CDCl3) 2.38 (s, 3H, CH3), 2.81 (s, 3H, CH3), 3.68 (s, 2H, CH2), 4.83 (s, 2H, CH2), 5.02 (s, 2H, CH2), 5.34 (s, 2H, CH2), 5.93 (s, 1H, NH2), 6.33 (s, 2H, NH2), 6.64 (s, 1H, CH), 6.67 (dd, J=6.0 and 1.2 Hz, 1H, CH), 7.18 (d, J=6.0 Hz, 2H, CH), 7.31-7.39 (m, 13H, CH), 7.50 (d, J=6.0 Hz, 2H, CH), 7.60 (d, J=6.3 Hz, 2H, CH), 7.70 (d, J=5.7 Hz, 1H, CH), 7.77 (d, ...